From a dataset of the Open Reaction Database (ORD), a public repository of structured organic reaction records. describe an organic reaction: reactants, conditions, products, and yield The reactants are ClC1=C(C=C(C=C1)[N+](=O)[O-])C1=NC2=C(N1)C=CC(=C2)C(=N)NO (2-(2-chloro-5-nitro-phenyl)-N-hydroxy-1H-benzoimidazole-5-carboxamidine), CCCCCCC (heptane). Reagents/catalysts: Cl (hydrochloric acid). Run in C(OCC)(OCC)OCC (triethyl orthoformate). Reaction conditions: time 2 hour. Yields the product ClC1=C(C=C(C=C1)[N+](=O)[O-])C1=NC2=C(N1)C=CC(=C2)C2=NOC=N2 (2-(2-chloro-5-nitro-phenyl)-5-[1,2,4]oxadiazol-3-yl-1H-benzoimidazole). Isolated yield 62.0%. RXN SMILES: [Cl:1][C:2]1[CH:7]=[CH:6][C:5]([N+:8]([O-:10])=[O:9])=[CH:4][C:3]=1[C:11]1[NH:15][C:14]2[CH:16]=[CH:17][C:18]([C:20]([NH:22][OH:23])=[NH:21])=[CH:19][C:13]=2[N:12]=1.[CH3:24]CCCCCC>C(OCC)(OCC)OCC.Cl>[Cl:1][C:2]1[CH:7]=[CH:6][C:5]([N+:8]([O-:10])=[O:9])=[CH:4][C:3]=1[C:11]1[NH:15][C:14]2[CH:16]=[CH:17][C:18]([C:20]3[N:21]=[CH:24][O:23][N:22]=3)=[CH:19][C:13]=2[N:12]=1. Reported procedure: A stirred solution of 2-(2-chloro-5-nitro-phenyl)-N-hydroxy-1H-benzoimidazole-5-carboxamidine (5.29 g; 16.0 mmol) in triethyl orthoformate (50 ml) was heated to 80° C. Concentrated hydrochloric acid (3 drops) was added and heating continued for a further two hours. After cooling to room temperature, heptane (50 ml) was added which caused a precipitate to form. The solid was filtered off and washed with more heptane to afford 2-(2-chloro-5-nitro-phenyl)-5-[1,2,4]oxadiazol-3-yl-1H-benzoimidazole (... Starting materials: C1(CCCC1)N1SC2=C(C1=O)C=CC(=C2)OCC=2C=C(C=CC2)B(O)O (3-((2-cyclopentyl-3-oxo-2,3-dihydrobenzo[d]isothiazol-6-yloxy)methyl)phenylboronic acid), IC=1C=C(C(=O)O)C=CC1OC (3-iodo-4-methoxybenzoic acid). The product is C1(CCCC1)N1SC2=C(C1=O)C=CC(=C2)OCC=2C=C(C=CC2)C2=CC(=CC=C2OC)C(=O)O (3′-((2-Cyclopentyl-3-oxo-2,3-dihydrobenzo[d]isothiazol-6-yloxy)methyl)-6-methoxybiphenyl-3-carboxylic acid). Reaction SMILES: [CH:1]1([N:6]2[C:10](=[O:11])[C:9]3[CH:12]=[CH:13][C:14]([O:16][CH2:17][C:18]4[CH:19]=[C:20](B(O)O)[CH:21]=[CH:22][CH:23]=4)=[CH:15][C:8]=3[S:7]2)[CH2:5][CH2:4][CH2:3][CH2:2]1.I[C:28]1[CH:29]=[C:30]([CH:34]=[CH:35][C:36]=1[O:37][CH3:38])[C:31]([OH:33])=[O:32]>>[CH:1]1([N:6]2[C:10](=[O:11])[C:9]3[CH:12]=[CH:13][C:14]([O:16][CH2:17][C:18]4[CH:19]=[C:20]([C:35]5[C:36]([O:37][CH3:38])=[CH:28][CH:29]=[C:30]([C:31]([OH:33])=[O:32])[CH:34]=5)[CH:21]=[CH:22][CH:23]=4)=[CH:15][C:8]=3[S:7]2)[CH2:5][CH2:4][CH2:3][CH2:2]1. Procedure: A mixture of 3-((2-cyclopentyl-3-oxo-2,3-dihydrobenzo[d]isothiazol-6-yloxy)methyl)phenylboronic acid (0.050 g, 0.14 mmol), 3-iodo-4-methoxybenzoic acid (0.053 g, 0.20 mmol) were coupled according to the general procedure to afford the title product. The crude residue was purified using automated prep-HPLC to yield the desired compound as pale yellow solid (0.013 g, over two steps 10%). 1H NMR (400 MHz, CDCl3): δ 7.80-7.66 (m, 2H), 7.60-7.34 (m, 5H), 7.23-7.21 (m, 2H), 6.79 (d, 1H, J=8.5 Hz), 5.0...